Dataset: the Open Reaction Database (ORD), a public repository of structured organic reaction records. Task: describe an organic reaction: reactants, conditions, products, and yield Reactants: BrC1=CC=2N3C4=C(C=C(C=C4C2C=C1)OCCCO)C(C(=C3)CC=3C=NC=CC3)=O (9-bromo-2-(3-hydroxypropyloxy)-5-(3-pyridylmethyl)-4H-pyrido[3,2,1-jk]carbazole-4-one), [N+](=O)(O)[O-] (nitric acid). Solvent: CO (methanol), CO (methanol). Conditions: time 30 minute. Product: [N+](=O)(O)[O-].BrC1=CC=2N3C4=C(C=C(C=C4C2C=C1)OCCCO)C(C(=C3)CC=3C=NC=CC3)=O (9-bromo-2-(3-hydroxypropyloxy)-5-(3-pyridylmethyl)-4H-pyrido[3,2,1-jk]carbazole-4-one nitrate). Isolated yield 82.7%. As a reaction SMILES: [Br:1][C:2]1[CH:14]=[CH:13][C:12]2[C:11]3[C:6]4=[C:7]([C:20](=[O:30])[C:21]([CH2:23][C:24]5[CH:25]=[N:26][CH:27]=[CH:28][CH:29]=5)=[CH:22][N:5]4[C:4]=2[CH:3]=1)[CH:8]=[C:9]([O:15][CH2:16][CH2:17][CH2:18][OH:19])[CH:10]=3.[N+:31]([O-:34])([OH:33])=[O:32]>CO>[N+:31]([O-:34])([OH:33])=[O:32].[Br:1][C:2]1[CH:14]=[CH:13][C:12]2[C:11]3[C:6]4=[C:7]([C:20](=[O:30])[C:21]([CH2:23][C:24]5[CH:25]=[N:26][CH:27]=[CH:28][CH:29]=5)=[CH:22][N:5]4[C:4]=2[CH:3]=1)[CH:8]=[C:9]([O:15][CH2:16][CH2:17][CH2:18][OH:19])[CH:10]=3 |f:3.4|. Reported procedure: 9-bromo-2-(3-hydroxypropyloxy)-5-(3-pyridylmethyl)-4H-pyrido[3,2,1-jk]carbazole-4-one (50 mg) obtained in Example 110 was suspended in methanol (100 ml) and to the suspension was added a solution of nitric acid (11 mg) in methanol (5 ml) at room temperature. The mixture was stirred for 30 minutes. The solvent was evaporated under reduced pressure, and the resulting crude crystals were washed with a small amount of methanol and ether in succession to obtain the title compound (47 mg, 83%). The reactants are N1C=C(C2=CC=CC=C12)\C=C\1/OC2=C(C1=O)C=CC(=C2CN2CCN(CC2)C(=O)OC(C)(C)C)OCC (tert-butyl (Z)-4-({2-[(1H-indol-3-yl)methylene]-6-ethoxy-3-oxo-2,3-dihydrobenzofuran-7-yl}methyl)piperazine-1-carboxylate), solution, Cl (hydrogen chloride). The solvent is C(Cl)Cl (methylene chloride), O1CCOCC1 (1,4-dioxane). Reaction conditions: time 2 hour. Yields the product N1C=C(C2=CC=CC=C12)\C=C\1/OC2=C(C1=O)C=CC(=C2CN2CCNCC2)OCC ((Z)-2-[(1H-indol-3-yl)methylene]-6-ethoxy-7-(piperazin-1-ylmethyl)benzofuran-3(2H)-one). Isolated yield 77.1%. RXN SMILES: [NH:1]1[C:9]2[C:4](=[CH:5][CH:6]=[CH:7][CH:8]=2)[C:3](/[CH:10]=[C:11]2\[O:12][C:13]3[C:20]([CH2:21][N:22]4[CH2:27][CH2:26][N:25](C(OC(C)(C)C)=O)[CH2:24][CH2:23]4)=[C:19]([O:35][CH2:36][CH3:37])[CH:18]=[CH:17][C:14]=3[C:15]\2=[O:16])=[CH:2]1.Cl>C(Cl)Cl.O1CCOCC1>[NH:1]1[C:9]2[C:4](=[CH:5][CH:6]=[CH:7][CH:8]=2)[C:3](/[CH:10]=[C:11]2\[O:12][C:13]3[C:20]([CH2:21][N:22]4[CH2:23][CH2:24][NH:25][CH2:26][CH2:27]4)=[C:19]([O:35][CH2:36][CH3:37])[CH:18]=[CH:17][C:14]=3[C:15]\2=[O:16])=[CH:2]1. Procedure details: A solution of tert-butyl (Z)-4-({2-[(1H-indol-3-yl)methylene]-6-ethoxy-3-oxo-2,3-dihydrobenzofuran-7-yl}methyl)piperazine-1-carboxylate (0.106 g, 0.210 mmol) in methylene chloride (4 mL) was added with a 4 M solution of hydrogen chloride in 1,4-dioxane (4 mL), and the mixture was stirred at room temperature for 2 hours. The reaction mixture was concentrated, the resulting residue was added with saturated aqueous sodium hydrogencarbonate (4 mL), and the precipitated solid was collected by filtrat... The reactants are CC(C)(C)OC(=O)NC(Cc1c[nH]c2ccccc12)C(=O)O, ClCCl, CN(C)C=O. The product is NC(Cc1c[nH]c2ccccc12)C(=O)O. As a reaction SMILES: [C:1]([O:2][C:3]([CH3:4])([CH3:5])[CH3:6])(=[O:7])[NH:8][CH:9]([CH2:10][c:11]1[cH:12][nH:13][c:14]2[cH:15][cH:16][cH:17][cH:18][c:19]12)[C:20](=[O:21])[OH:22].[CH2:23]([Cl:24])[Cl:25].[CH3:26][N:27]([CH3:28])[CH:29]=[O:30]>>[NH2:8][CH:9]([CH2:10][c:11]1[cH:12][nH:13][c:14]2[cH:15][cH:16][cH:17][cH:18][c:19]12)[C:20](=[O:21])[OH:22].